From a dataset of the Open Reaction Database (ORD), a public repository of structured organic reaction records. describe an organic reaction: reactants, conditions, products, and yield The reactants are Cl (HCl), O1CCCC=C1 (dihydropyran), C(CCC=C)O (4-penten-1-ol). Product: C(CCC=C)OC1OCCCC1 (2-(4-Penten-1-oxy)tetrahydropyran). The yield is 87.1%. RXN SMILES: Cl.[O:2]1[CH:7]=[CH:6][CH2:5][CH2:4][CH2:3]1.[CH2:8]([OH:13])[CH2:9][CH2:10][CH:11]=[CH2:12]>>[CH2:8]([O:13][CH:7]1[CH2:6][CH2:5][CH2:4][CH2:3][O:2]1)[CH2:9][CH2:10][CH:11]=[CH2:12]. Procedure details: Concentrated HCl (0.03 ml) was added dropwise over 25 minutes (slightly exothermic) to a solution of dihydropyran (5.37 g, 64 mmol) and 4-penten-1-ol (5.0 g, 58 mmol) while stirring. At RT the reaction mixture was stirred for two hours. The solution was washed with a saturated sodium carbonate solution and dried over anhydrous potassium carbonate, thus affording 8.6 g (87% yield) of a light yellow oil. The reactants are OC1=C(C=C(C=O)C=C1C)C (4-hydroxy 3,5-dimethyl benzaldehyde), C(C1=CC=CC=C1)Cl (benzyl chloride), C([O-])([O-])=O.[K+].[K+] (potassium carbonate). Solvent: C(C)#N (acetonitrile). Yields the product CC=1C=C(C=O)C=C(C1OCC1=CC=CC=C1)C (3,5-Dimethyl-4-(phenylmethoxy)benzaldehyde). Yield: 88.4%. As a reaction SMILES: [OH:1][C:2]1[C:9]([CH3:10])=[CH:8][C:5]([CH:6]=[O:7])=[CH:4][C:3]=1[CH3:11].[CH2:12](Cl)[C:13]1[CH:18]=[CH:17][CH:16]=[CH:15][CH:14]=1.C(=O)([O-])[O-].[K+].[K+]>C(#N)C>[CH3:10][C:9]1[CH:8]=[C:5]([CH:4]=[C:3]([CH3:11])[C:2]=1[O:1][CH2:12][C:13]1[CH:18]=[CH:17][CH:16]=[CH:15][CH:14]=1)[CH:6]=[O:7] |f:2.3.4|. Reported procedure: A mixture of 4.6 g (30.6 mmol) of 4-hydroxy 3,5-dimethyl benzaldehyde (Example E), 4.4 g (35 mmol) of benzyl chloride and 4.8 g (35 mmol) of anhydrous potassium carbonate in 100 mL of acetonitrile, is stirred at reflux for 18 hours overnight. The reaction flask and the inorganic salts are washed with fresh acetonitrile and the solvent is removed on a rotary evaporator. A diethyl ether solution of the residue is washed with 2×25 mL of 1N potassium hydroxide solution, brine, dried (magnesium sulfa... The reactants are C1(=CC=CC=C1)NC1=CC=CC=C1 (diphenylamine), C1(=CC=CC=C1)N=C=O (phenyl isocyanate), NC(=O)N (urea). Reagents/catalysts: P(=O)([O-])([O-])[O-] (phosphate). Solvent: C1(=CC=CC=C1)C (toluene). Run at temperature 100 celsius. The product is C1(=CC=CC=C1)NC(=O)N(C1=CC=CC=C1)C1=CC=CC=C1 (N-phenyl-N',N'-diphenylurea). Yield: 82.0%. Reaction SMILES: [C:1]1([NH:7][C:8]2[CH:13]=[CH:12][CH:11]=[CH:10][CH:9]=2)[CH:6]=[CH:5][CH:4]=[CH:3][CH:2]=1.[C:14]1([N:20]=[C:21]=[O:22])[CH:19]=[CH:18][CH:17]=[CH:16][CH:15]=1.NC(N)=O>C1(C)C=CC=CC=1.P([O-])([O-])([O-])=O>[C:14]1([NH:20][C:21]([N:7]([C:1]2[CH:2]=[CH:3][CH:4]=[CH:5][CH:6]=2)[C:8]2[CH:9]=[CH:10][CH:11]=[CH:12][CH:13]=2)=[O:22])[CH:19]=[CH:18][CH:17]=[CH:16][CH:15]=1. Reported procedure: 0,5 mole of diphenylamine was taken together with 0.53 mole of phenyl isocyanate and 0.6 g of di-n-butl phosphate in 150 ml of toluene. The mixture was heated at 100° C. for 24 hours, with stirring, and then cooled to room temperature. At about 30° C., the urea started to crystallize out. After filtering off, washing with 150 ml of cold toluene and drying, 0.41 mole of N-phenyl-N',N'-diphenylurea was obtained. Melting point: 131° C./yield: 82% of theory. The reactants are N(=O)[O-].[Na+] (Sodium nitrite), C(C)(=O)O (acetic acid), NC1=CC(N(C(N1C)=O)CCC)=O (6-Amino-1-methyl-3-propyl-2,4(1H,3H)pyrimidinedione). Solvent: C(C)O (ethanol), O (water). The product is NC1=C(C(N(C(N1C)=O)CCC)=O)N=O (6-amino-1-methyl-5-nitroso-3-propyl-2,4 (1H,3H)-pyrimidinedione). Isolated yield 50.0%. Reaction SMILES: [NH2:1][C:2]1[N:7]([CH3:8])[C:6](=[O:9])[N:5]([CH2:10][CH2:11][CH3:12])[C:4](=[O:13])[CH:3]=1.[N:14]([O-])=[O:15].[Na+].C(O)(=O)C>C(O)C.O>[NH2:1][C:2]1[N:7]([CH3:8])[C:6](=[O:9])[N:5]([CH2:10][CH2:11][CH3:12])[C:4](=[O:13])[C:3]=1[N:14]=[O:15] |f:1.2|. Procedure details: 6-Amino-1-methyl-3-propyl-2,4(1H,3H)pyrimidinedione (V. Papesch and E. F. Schroeder, J. Org. Chem. 1951, 16, 1879) (5.53 g, 27.5 mmol) was dissolved in hot 95% ethanol (20 ml)-water (120 ml). Sodium nitrite (2.32 g) and glacial acetic acid (2.4 ml) were added. The resulting mixture was allowed to cool to room temperature. Orange-pink crystals were filtered off and dried at 50° C. under vacuum to give purple crystals of 6-amino-1-methyl-5-nitroso-3-propyl-2,4 (1H,3H)-pyrimidinedione (2.92 g, 80%)... Reactants: C(CCC)C1(C(C(=C(C2=CC=CC=C12)O)C1=NS(C2=C(N1)C=CC(=C2)OCC(=O)N)(=O)=O)=O)C (2-{[3-(4-butyl-1-hydroxy-4-methyl-3-oxo-3,4-dihydronaphthalen-2-yl)-1,1-dioxido-4H-1,2,4-benzothiadiazin-7-yl]oxy}acetamide), [OH-].[Na+] (sodium hydroxide). Solvent: O (water). Run at temperature 25 celsius, time 1 hour. Product: NC(COC1=CC2=C(NC(=NS2(=O)=O)C2=C(C3=CC=CC=C3C(C2=O)(C)CCCC)[O-])C=C1)=O.[Na+] (sodium 2-[7-(2-amino-2-oxoethoxy)-1,1-dioxido-4H-1,2,4-benzothiadiazin-3-yl]-4-butyl-4-methyl-3-oxo-3,4-dihydronaphthalen-1-olate). Isolated yield 64.0%. As a reaction SMILES: [CH2:1]([C:5]1([CH3:34])[C:14]2[C:9](=[CH:10][CH:11]=[CH:12][CH:13]=2)[C:8]([OH:15])=[C:7]([C:16]2[NH:21][C:20]3[CH:22]=[CH:23][C:24]([O:26][CH2:27][C:28]([NH2:30])=[O:29])=[CH:25][C:19]=3[S:18](=[O:32])(=[O:31])[N:17]=2)[C:6]1=[O:33])[CH2:2][CH2:3][CH3:4].[OH-].[Na+:36]>O>[NH2:30][C:28](=[O:29])[CH2:27][O:26][C:24]1[CH:23]=[CH:22][C:20]2[NH:21][C:16]([C:7]3[C:6](=[O:33])[C:5]([CH2:1][CH2:2][CH2:3][CH3:4])([CH3:34])[C:14]4[C:9](=[CH:10][CH:11]=[CH:12][CH:13]=4)[C:8]=3[O-:15])=[N:17][S:18](=[O:31])(=[O:32])[C:19]=2[CH:25]=1.[Na+:36] |f:1.2,4.5|. Procedure: A suspension of the product of Example 27I in water (2 mL) was treated with 0.997N sodium hydroxide solution (0.159 mL, 0.158 mmol) and stirred at 25° C. for 1 hour. The solution was lyophilized to give the title compound (0.075 g, 64% two steps). 1H NMR (300 MHz, DMSO-d6): δ ppm 0.56 (m, 1 H) 0.69 (m, 3 H) 0.87 (m, 1 H) 1.07 (m, 2 H) 1.28 (m, 1 H) 1.38 (m, 3 H) 1.57 (m, 1 H) 1.71 (m, 1 H) 2.13 (m, 1 H) 4.48 (m, 2 H) 7.29 (m, 6 H) 8.05 (m, 1 H) 15.40 (m, 1 H). MS (ESI−) m/z 482 (M−H)−. Reactants: CCOC(=O)c1ccc(C=Cc2ccc(C34CC5CC(CC(C5)C3)C4)c(O)c2)cc1, C1CCOC1, CCCCCC, ClCCl, Cl, [Li+], [OH-], O. Product: O=C(O)c1ccc(C=Cc2ccc(C34CC5CC(CC(C5)C3)C4)c(O)c2)cc1. RXN SMILES: [C:1]12([c:11]3[c:12]([OH:30])[cH:13][c:14]([CH:17]=[CH:18][c:19]4[cH:20][cH:21][c:22]([C:23](=[O:24])[O:25][CH2:26][CH3:27])[cH:28][cH:29]4)[cH:15][cH:16]3)[CH2:2][CH:3]3[CH2:4][CH:5]([CH2:6][CH:7]([CH2:8]1)[CH2:9]3)[CH2:10]2.[CH2:33]1[O:34][CH2:35][CH2:36][CH2:37]1.[CH3:39][CH2:40][CH2:41][CH2:42][CH2:43][CH3:44].[Cl:45][CH2:46][Cl:47].[ClH:38].[Li+:31].[OH-:32].[OH2:48]>>[C:1]12([c:11]3[c:12]([OH:30])[cH:13][c:14]([CH:17]=[CH:18][c:19]4[cH:20][cH:21][c:22]([C:23](=[O:24])[OH:25])[cH:28][cH:29]4)[cH:15][cH:16]3)[CH2:2][CH:3]3[CH2:4][CH:5]([CH2:6][CH:7]([CH2:8]1)[CH2:9]3)[CH2:10]2. Starting materials: O=S(=O)(Cl)c1ccc(Cl)s1, O, O=[N+]([O-])O, O=S(=O)(O)O. Yields the product O=[N+]([O-])c1cc(S(=O)(=O)Cl)sc1Cl. Reaction SMILES: [Cl:1][c:2]1[cH:3][cH:4][c:5]([S:7](=[O:8])(=[O:9])[Cl:10])[s:6]1.[OH2:20].[OH:11][N+:12]([O-:13])=[O:14].[S:15](=[O:16])(=[O:17])([OH:18])[OH:19]>>[Cl:1][c:2]1[c:3]([N+:12](=[O:11])[O-:13])[cH:4][c:5]([S:7](=[O:8])(=[O:9])[Cl:10])[s:6]1. The reactants are C(C1=CC=CC=C1)OC1=C(CNCC2=CC=C(C(=O)OCC)C=C2)C=C(C=C1)Br (ethyl 4-[N-(2-benzyloxy-5-bromobenzyl)aminomethyl]benzoate), C(C)(=O)O (acetic acid), [H-].[Na+] (NaH), C(C)I (ethyl iodide). Solvent: CN(C)C=O (DMF), O (water). Conditions: temperature 0 celsius, time 1 hour. Product: C(C1=CC=CC=C1)OC1=C(CN(CC)CC2=CC=C(C(=O)OCC)C=C2)C=C(C=C1)Br (ethyl 4-[N-(2-benzyloxy-5-bromobenzyl)-N-ethylaminomethyl]benzoate). Reaction SMILES: [H-].[Na+].[CH2:3]([O:10][C:11]1[CH:30]=[CH:29][C:28]([Br:31])=[CH:27][C:12]=1[CH2:13][NH:14][CH2:15][C:16]1[CH:26]=[CH:25][C:19]([C:20]([O:22][CH2:23][CH3:24])=[O:21])=[CH:18][CH:17]=1)[C:4]1[CH:9]=[CH:8][CH:7]=[CH:6][CH:5]=1.[CH2:32](I)[CH3:33].C(O)(=O)C>CN(C=O)C.O>[CH2:3]([O:10][C:11]1[CH:30]=[CH:29][C:28]([Br:31])=[CH:27][C:12]=1[CH2:13][N:14]([CH2:15][C:16]1[CH:17]=[CH:18][C:19]([C:20]([O:22][CH2:23][CH3:24])=[O:21])=[CH:25][CH:26]=1)[CH2:32][CH3:33])[C:4]1[CH:5]=[CH:6][CH:7]=[CH:8][CH:9]=1 |f:0.1|. Procedure details: To a suspension of NaH (1.05 g, 50% dispersion in oil) in DMF (100 ml) at 0° C. was added a solution of ethyl 4-[N-(2-benzyloxy-5-bromobenzyl)aminomethyl]benzoate dropwise. The mixture was stirred at 0° C. for 1 hour, ethyl iodide (3.43 g) added and the mixture stirred at ambient temperature for 18 hours. The mixture was acidified with acetic acid, poured into water (300 ml) and extracted with ethyl acetate (3×100 ml). The combined extracts were washed with water (3×100 ml), dried and evaporated...